Task: describe an organic reaction: reactants, conditions, products, and yield. Dataset: the Open Reaction Database (ORD), a public repository of structured organic reaction records Reactants: CC1=CC=C(C=C1)C=1C=CC2=C(C=C(CCS2)C(=O)NC2=C(C=C(C=C2)N2CCCCC2)C)C1 (7-(4-methylphenyl)-N-(4-piperidino-methyl-phenyl)-2,3-dihydro-1-benzothiepine-4-carboxamide), CI (methyl iodide), CN(C=O)C (dimethylformamide). Product: [I-].CC1=CC=C(C=C1)C=1C=CC2=C(C=C(CCS2)C(=O)NC2=CC=C(C[N+]3(CCCCC3)C)C=C2)C1 (1-(N-(7-(4-methylphenyl)-2,3-dihydro-1-benzothiepine-4-carbonyl)-4-aminobenzyl)-1-methylpiperidinium iodide). As a reaction SMILES: [CH3:1][C:2]1[CH:7]=[CH:6][C:5]([C:8]2[CH:9]=[CH:10][C:11]3[S:17][CH2:16][CH2:15][C:14]([C:18]([NH:20][C:21]4[CH:26]=[CH:25][C:24](N5CCCCC5)=[CH:23][C:22]=4C)=[O:19])=[CH:13][C:12]=3[CH:34]=2)=[CH:4][CH:3]=1.C[I:36].[CH3:37][N:38]([CH3:41])[CH:39]=O>>[I-:36].[CH3:1][C:2]1[CH:3]=[CH:4][C:5]([C:8]2[CH:9]=[CH:10][C:11]3[S:17][CH2:16][CH2:15][C:14]([C:18]([NH:20][C:21]4[CH:26]=[CH:25][C:24]([CH2:37][N+:38]5([CH3:41])[CH2:4][CH2:3][CH2:2][CH2:1][CH2:39]5)=[CH:23][CH:22]=4)=[O:19])=[CH:13][C:12]=3[CH:34]=2)=[CH:6][CH:7]=1 |f:3.4|. Reported procedure: A solution of 7-(4-methylphenyl)-N-(4-piperidino-methyl-phenyl)-2,3-dihydro-1-benzothiepine-4-carboxamide (0.08 g) and methyl iodide (0.013 ml) in dimethylformamide (20 ml) was stirred at room temperature over night. The solvent was evaporated, and to the residue was added ethyl acetate. Precipitated crude crystal was filtered, which were recrystallized from ethanol-hexane to give 1-(N-(7-(4-methylphenyl)-2,3-dihydro-1-benzothiepine-4-carbonyl)-4-aminobenzyl)-1-methylpiperidinium iodide (Compoun... Reactants: C(C)(=O)OCC (ethyl acetate), FC1=CC=C(C=C1)C(N1C(CNC(C1)C)C)C1=CC=C(C=C1)F (1-[bis(4-fluorophenyl)methyl]-2,5-dimethylpiperazine), COC1=CC=C(C=C1)NC(CCl)=O (N-(4-methoxyphenyl)chloroacetamide), C([O-])([O-])=O.[K+].[K+] (potassium carbonate). Solvent: O1CCCC1 (tetrahydrofuran), CN(C=O)C (N,N-dimethylformamide). Conditions: temperature 80 celsius, time 5 hour. Yields the product FC1=CC=C(C=C1)C(N1C(CN(C(C1)C)CC(NC1=CC=C(C=C1)OC)=O)C)C1=CC=C(C=C1)F (1-[bis(4-fluorophenyl)methyl]-4-[(4-methoxyphenyl) carbamoylmethyl]-2,5-dimethylpiperazine). Reaction SMILES: [F:1][C:2]1[CH:7]=[CH:6][C:5]([CH:8]([C:17]2[CH:22]=[CH:21][C:20]([F:23])=[CH:19][CH:18]=2)[N:9]2[CH2:14][CH:13]([CH3:15])[NH:12][CH2:11][CH:10]2[CH3:16])=[CH:4][CH:3]=1.[CH3:24][O:25][C:26]1[CH:31]=[CH:30][C:29]([NH:32][C:33](=[O:36])[CH2:34]Cl)=[CH:28][CH:27]=1.C(=O)([O-])[O-].[K+].[K+].C(OCC)(=O)C>O1CCCC1.CN(C)C=O>[F:23][C:20]1[CH:19]=[CH:18][C:17]([CH:8]([C:5]2[CH:4]=[CH:3][C:2]([F:1])=[CH:7][CH:6]=2)[N:9]2[CH2:14][CH:13]([CH3:15])[N:12]([CH2:34][C:33](=[O:36])[NH:32][C:29]3[CH:30]=[CH:31][C:26]([O:25][CH3:24])=[CH:27][CH:28]=3)[CH2:11][CH:10]2[CH3:16])=[CH:22][CH:21]=1 |f:2.3.4|. Procedure details: A mixture of 416 mg of 1-[bis(4-fluorophenyl)methyl]-2,5-dimethylpiperazine and 316 mg of N-(4-methoxyphenyl)chloroacetamide was dissolved in 5 ml of a 1:1 by volume mixture of tetrahydrofuran and N,N-dimethylformamide. 365 mg of anhydrous potassium carbonate were then added to the solution, and the reaction mixture was stirred at 80° C. for 5 hours. At the end of this time, ethyl acetate was added to the mixture, and the organic layer was separated. The organic layer was washed three times with...